From a dataset of the Open Reaction Database (ORD), a public repository of structured organic reaction records. describe an organic reaction: reactants, conditions, products, and yield Starting materials: OC1=C(N)C=CC(=C1)C1=CC=CC=C1 (2-hydroxy 4-phenyl aniline), BrC1=C(C=CC=C1)N=C=O (2-bromo phenyl isocyanate). The product is OC1=C(C=CC(=C1)C1=CC=CC=C1)NC(=O)NC1=C(C=CC=C1)Br (N-(2-hydroxy 4-phenyl phenyl) N′-(2-bromo phenyl)urea). As a reaction SMILES: [OH:1][C:2]1[CH:8]=[C:7]([C:9]2[CH:14]=[CH:13][CH:12]=[CH:11][CH:10]=2)[CH:6]=[CH:5][C:3]=1[NH2:4].[Br:15][C:16]1[CH:21]=[CH:20][CH:19]=[CH:18][C:17]=1[N:22]=[C:23]=[O:24]>>[OH:1][C:2]1[CH:8]=[C:7]([C:9]2[CH:14]=[CH:13][CH:12]=[CH:11][CH:10]=2)[CH:6]=[CH:5][C:3]=1[NH:4][C:23]([NH:22][C:17]1[CH:18]=[CH:19][CH:20]=[CH:21][C:16]=1[Br:15])=[O:24]. Reported procedure: The urea was prepared from 2-hydroxy 4-phenyl aniline (0.185 g, 1 mmol) and 2-bromo phenyl isocyanate (0.198 g) by general Method B. It was purified by dilution of the DMF solution with methylene chloride and precipitation with hexane (215 mg, 56%). EI-MS m/z 383 (M+H)+